Task: describe an organic reaction: reactants, conditions, products, and yield. Dataset: the Open Reaction Database (ORD), a public repository of structured organic reaction records The reactants are IC1=CC2=C(C=C1)C1=C(CNCC1)O2 (7-iodo-1,2,3,4-tetrahydro[1]benzofuro[2,3-c]pyridine), C(C)=O (acetaldehyde). Product: IC1=CC2=C(C=C1)C1=C(C(NCC1)C)O2 (7-iodo-1-methyl-1,2,3,4-tetrahydro[1]benzofuro[2,3-c]pyridine). Reaction SMILES: [I:1][C:2]1[CH:7]=[CH:6][C:5]2[C:8]3[CH2:13][CH2:12][NH:11][CH2:10][C:9]=3[O:14][C:4]=2[CH:3]=1.[CH:15](=O)C>>[I:1][C:2]1[CH:7]=[CH:6][C:5]2[C:8]3[CH2:13][CH2:12][NH:11][CH:10]([CH3:15])[C:9]=3[O:14][C:4]=2[CH:3]=1. Procedure: Synthesized as described for 7-iodo-1,2,3,4-tetrahydro[1]benzofuro[2,3-c]pyridine using acetaldehyde. 1H-NMR (400 MHz, CDCl3): δ 1.60 (d, 3H), 2.92 (m, 2H), 3.37 (m, 1H), 3.59 (m, 1H), 4.77 (m, 1H), 7.46 (d, 1H), 7.64 (dd, 1H), 8.07 (d, 1H), 9.58 (bs, 1H), 10.02 (bs, 1H). Reactants: C(=O)(OC(C)(C)C)N[C@@H](CC1=CC=CC=C1)C(=O)O (Boc-L-phenylalanine), SCCC(=O)N1[C@H](C(=O)O)CCC1 (3-mercaptopropanoyl-L-proline), C(=O)(OC(C)(C)C)N[C@H](CC1=CC=CC=C1)C(=O)O (Boc-D-phenylalanine), 2-D-methyl-3-mercaptopropanoyl-L-proline, mercapto. Product: desired compounds, N[C@H](CC1=CC=CC=C1)C(=O)O (D-Phe), N[C@@H](CC1=CC=CC=C1)C(=O)O (L-Phe), NC(CC1=CC=CC=C1)C(=O)O (D,L-Phe). Reaction SMILES: SCCC(N1CCC[C@H]1C(O)=O)=O.C([NH:21][C@@H:22]([C:30]([OH:32])=[O:31])[CH2:23][C:24]1[CH:29]=[CH:28][CH:27]=[CH:26][CH:25]=1)(OC(C)(C)C)=O.C([NH:40][C@H:41]([C:49]([OH:51])=[O:50])[CH2:42][C:43]1[CH:48]=[CH:47][CH:46]=[CH:45][CH:44]=1)(OC(C)(C)C)=O>>[NH2:21][C@@H:22]([C:30]([OH:32])=[O:31])[CH2:23][C:24]1[CH:29]=[CH:28][CH:27]=[CH:26][CH:25]=1.[NH2:40][C@H:41]([C:49]([OH:51])=[O:50])[CH2:42][C:43]1[CH:48]=[CH:47][CH:46]=[CH:45][CH:44]=1.[NH2:21][CH:22]([C:30]([OH:32])=[O:31])[CH2:23][C:24]1[CH:29]=[CH:28][CH:27]=[CH:26][CH:25]=1. Reported procedure: The desired compounds are prepared by substituting 2-mercaptopropanoyl-L-proline and 3-mercaptopropanoyl-L-proline for 2-D-methyl-3-mercaptopropanoyl-L-proline in the procedures of each of Examples 196-198, and reacting the mercapto compound with either Boc-D-phenylalanine, Boc-L-phenylalanine, or a 50:50 mixture thereof, to form the desired D-Phe, L-Phe or D,L-Phe derivative. Reactants: COc1c(C)cnc(Cn2nc3c4c(nc(N(C(=O)OC(C)(C)C)C(=O)OC(C)(C)C)nc42)SC(C#N)C3)c1C, COc1c(C)cnc(Cn2nc(CC(C#N)OS(=O)(=O)c3ccc(C)cc3)c3c(Cl)nc(N(C(=O)OC(C)(C)C)C(=O)OC(C)(C)C)nc32)c1C, ClCCl, O=C(O)C(F)(F)F. Yields the product COc1c(C)cnc(Cn2nc3c4c(nc(N)nc42)SC(C#N)C3)c1C. RXN SMILES: [C:8](#[N:9])[CH:10]1[S:11][c:12]2[n:13][c:14]([N:33]([C:34]([O:35][C:36]([CH3:37])([CH3:38])[CH3:39])=[O:40])[C:41]([O:42][C:43]([CH3:44])([CH3:45])[CH3:46])=[O:47])[n:15][c:16]3[n:17]([CH2:22][c:23]4[n:24][cH:25][c:26]([CH3:32])[c:27]([O:30][CH3:31])[c:28]4[CH3:29])[n:18][c:19]([c:21]23)[CH2:20]1.[CH3:48][c:49]1[cH:50][cH:51][c:52]([S:53]([O:54][CH:55]([C:56]#[N:57])[CH2:58][c:59]2[c:60]3[c:61]([n:62][c:63]([N:64]([C:65]([O:66][C:67]([CH3:68])([CH3:69])[CH3:70])=[O:71])[C:72]([O:73][C:74]([CH3:75])([CH3:76])[CH3:77])=[O:78])[n:79][c:80]3[Cl:81])[n:82]([CH2:83][c:84]3[c:85]([CH3:86])[c:87]([O:88][CH3:89])[c:90]([CH3:91])[cH:92][n:93]3)[n:94]2)(=[O:95])=[O:96])[cH:97][cH:98]1.[Cl:99][CH2:100][Cl:101].[OH:1][C:2]([C:3]([F:4])([F:5])[F:6])=[O:7]>>[C:8](#[N:9])[CH:10]1[S:11][c:12]2[n:13][c:14]([NH2:33])[n:15][c:16]3[n:17]([CH2:22][c:23]4[n:24][cH:25][c:26]([CH3:32])[c:27]([O:30][CH3:31])[c:28]4[CH3:29])[n:18][c:19]([c:21]23)[CH2:20]1. Reactants: ClC1=CC=C(CC2C(OC(OC2=O)(C)C)=O)C=C1 (5-(4-chlorobenzyl)-2,2-dimethyl-1,3-dioxane-4,6-dione), Intermediate 4, ClC1=CC=C(CC(C(=O)O)C(=O)O)C=C1 (2-(4-chlorobenzyl)malonic acid), ClC1=CC=C(CC(C(=O)O)C(=O)O)C=C1 (2-(4-chlorobenzyl)malonic acid), ClC1=CC=C(CC(C(=O)O)C(=O)O)C=C1 (2-(4-chlorobenzyl)malonic acid), FC1=CC=C(CC2C(OC(OC2=O)(C)C)=O)C=C1 (5-(4-fluorobenzyl)-2,2-dimethyl-1,3-dioxane-4,6-dione). The product is FC1=CC=C(CC(C(=O)O)C(=O)O)C=C1 (2-(4-Fluorobenzyl)malonic acid). Reaction SMILES: ClC1C=CC(CC2C(=O)OC(C)(C)OC2=O)=CC=1.ClC1C=CC(CC(C(O)=O)C(O)=O)=CC=1.[F:34][C:35]1[CH:51]=[CH:50][C:38]([CH2:39][CH:40]2[C:45](=[O:46])[O:44]C(C)(C)[O:42][C:41]2=[O:49])=[CH:37][CH:36]=1>>[F:34][C:35]1[CH:36]=[CH:37][C:38]([CH2:39][CH:40]([C:41]([OH:49])=[O:42])[C:45]([OH:46])=[O:44])=[CH:50][CH:51]=1. Reported procedure: The title compound was prepared by substituting 5-(4-chlorobenzyl)-2,2-dimethyl-1,3-dioxane-4,6-dione (Intermediate 3: step a) with 5-(4-fluorobenzyl)-2,2-dimethyl-1,3-dioxane-4,6-dione (Intermediate 4: step a) then following the procedure described for the preparation of 2-(4-chlorobenzyl)malonic acid (Intermediate 3: step b).